This data is from the Open Reaction Database (ORD), a public repository of structured organic reaction records. The task is: describe an organic reaction: reactants, conditions, products, and yield Starting materials: Cc1nc2ccccc2n(C)c1=O, C1COCCO1, O=[Se]=O. Product: Cn1c(=O)c(C=O)nc2ccccc21. As a reaction SMILES: [CH3:1][n:2]1[c:3](=[O:13])[c:4]([CH3:12])[n:5][c:6]2[cH:7][cH:8][cH:9][cH:10][c:11]12.[O:17]1[CH2:18][CH2:19][O:20][CH2:21][CH2:22]1.[Se:14](=[O:15])=[O:16]>>[CH3:1][n:2]1[c:3](=[O:13])[c:4]([CH:12]=[O:15])[n:5][c:6]2[cH:7][cH:8][cH:9][cH:10][c:11]12. RXN SMILES: [CH3:1][N:2]([C:3](=[O:4])[O:5][CH3:6])[CH2:7][CH2:8][c:9]1[cH:10][c:11]2[c:12]([S:18](=[O:19])(=[O:20])[c:21]3[cH:22][cH:23][cH:24][cH:25][cH:26]3)[cH:13][nH:14][c:15]2[cH:16][cH:17]1.[K+:28].[OH-:27].[OH2:33].[OH:29][CH2:30][CH2:31][OH:32]>>[CH3:1][NH:2][CH2:7][CH2:8][c:9]1[cH:10][c:11]2[c:12]([S:18](=[O:19])(=[O:20])[c:21]3[cH:22][cH:23][cH:24][cH:25][cH:26]3)[cH:13][nH:14][c:15]2[cH:16][cH:17]1. The reactants are COC(=O)N(C)CCc1ccc2[nH]cc(S(=O)(=O)c3ccccc3)c2c1, [K+], [OH-], O, OCCO. Product: CNCCc1ccc2[nH]cc(S(=O)(=O)c3ccccc3)c2c1. Reaction SMILES: [F:1][C:2]1([F:20])[C:15]([F:17])([F:16])[C:14]2[CH:13]=[C:12](Br)[CH:11]=[CH:10][C:9]=2[C:8]2[C:3]1=[CH:4][C:5]([Br:19])=[CH:6][CH:7]=2.[CH2:21]([Mg]Br)[CH2:22][CH2:23][CH2:24][CH2:25][CH2:26][CH2:27][CH3:28]>>[F:17][C:15]1([F:16])[C:2]([F:20])([F:1])[C:3]2[CH:4]=[C:5]([Br:19])[CH:6]=[CH:7][C:8]=2[C:9]2[C:14]1=[CH:13][C:12]([CH2:21][CH2:22][CH2:23][CH2:24][CH2:25][CH2:26][CH2:27][CH3:28])=[CH:11][CH:10]=2. Isolated yield 54.1%. The product is FC1(C2=CC(=CC=C2C=2C=CC(=CC2C1(F)F)Br)CCCCCCCC)F (9,9,10,10-tetrafluoro-2-bromo-7-octyl-9,10-dihydrophenanthrene). Procedure details: In analogy to Example 1, from 4.1 g of 9,9,10,10-tetrafluoro-2,7-dibromo-phenanthrene and 10 mmol of octylmagnesium bromide. The catalyst used is 0.2 mmol of 1,3-bis(diphenylphosphine)butanenickel(ll) chloride. Chromatography gives 2.4 g of 9,9,10,10-tetrafluoro-2-bromo-7-octyl-9,10-dihydrophenanthrene. The reactants are FC1(C2=CC(=CC=C2C=2C=CC(=CC2C1(F)F)Br)Br)F (9,9,10,10-tetrafluoro-2,7-dibromo-phenanthrene), C(CCCCCCC)[Mg]Br (octylmagnesium bromide), 1,3-bis(diphenylphosphine)butanenickel(ll) chloride. Reaction conditions: time 2 hour. Reported procedure: Lithium hydroxide monohydrate (14 mg, 0.34 mmol) was added to a solution of methyl 4-[7-(1-quinolin-6-ylcyclopropyl)imidazo[1,2-b][1,2,4]triazin-2-yl]benzoate (30.0 mg, 0.07 mmol) in THF (0.3 mL), methanol (0.3 mL), and water (0.2 mL). The mixture was stirred at RT for 2 h and adjusted to pH 2 with conc. HCl. The volatiles were removed under reduced pressure and the residue was dried to provide the crude product which was directly used in the next step without further purification. LCMS: (M+H)=4... The reactants are Cl (HCl), O.[OH-].[Li+] (Lithium hydroxide monohydrate), N1=CC=CC2=CC(=CC=C12)C1(CC1)C1=CN=C2N1N=C(C=N2)C2=CC=C(C(=O)OC)C=C2 (methyl 4-[7-(1-quinolin-6-ylcyclopropyl)imidazo[1,2-b][1,2,4]triazin-2-yl]benzoate), O (water). Product: N1=CC=CC2=CC(=CC=C12)C1(CC1)C1=CN=C2N1N=C(C=N2)C2=CC=C(C(=O)O)C=C2 (4-[7-(1-quinolin-6-ylcyclopropyl)imidazo[1,2-b][1,2,4]triazin-2-yl]benzoic acid). Run in C1CCOC1 (THF), CO (methanol). As a reaction SMILES: O.[OH-].[Li+].[N:4]1[C:13]2[C:8](=[CH:9][C:10]([C:14]3([C:17]4[N:21]5[N:22]=[C:23]([C:26]6[CH:35]=[CH:34][C:29]([C:30]([O:32]C)=[O:31])=[CH:28][CH:27]=6)[CH:24]=[N:25][C:20]5=[N:19][CH:18]=4)[CH2:16][CH2:15]3)=[CH:11][CH:12]=2)[CH:7]=[CH:6][CH:5]=1.O.Cl>C1COCC1.CO>[N:4]1[C:13]2[C:8](=[CH:9][C:10]([C:14]3([C:17]4[N:21]5[N:22]=[C:23]([C:26]6[CH:35]=[CH:34][C:29]([C:30]([OH:32])=[O:31])=[CH:28][CH:27]=6)[CH:24]=[N:25][C:20]5=[N:19][CH:18]=4)[CH2:15][CH2:16]3)=[CH:11][CH:12]=2)[CH:7]=[CH:6][CH:5]=1 |f:0.1.2|. Starting materials: [H][H] (hydrogen), FC(OC=1C=C(C=CC1OC(F)(F)F)[N+](=O)[O-])(F)F (3,4-bistrifluoromethoxynitrobenzene). The reagents and catalysts are [Ni] (Raney nickel). The solvent is CO (methanol). Product: FC(OC=1C=C(N)C=CC1OC(F)(F)F)(F)F (3,4-bistrifluoromethoxyaniline). Yield: 92.7%. As a reaction SMILES: [F:1][C:2]([F:19])([F:18])[O:3][C:4]1[CH:5]=[C:6]([N+:15]([O-])=O)[CH:7]=[CH:8][C:9]=1[O:10][C:11]([F:14])([F:13])[F:12].[H][H]>CO.[Ni]>[F:1][C:2]([F:18])([F:19])[O:3][C:4]1[CH:5]=[C:6]([CH:7]=[CH:8][C:9]=1[O:10][C:11]([F:12])([F:13])[F:14])[NH2:15]. Procedure details: 291 g of the 3,4-bistrifluoromethoxynitrobenzene thus obtained were hydrogenated with 20 bar of hydrogen in the course of 3 hours at 40° C. in 500 ml of methanol with the addition of 10 g of Raney nickel. After filtering off the catalyst with suction, the filtrate was fractionally distilled and 242 g of 3,4-bistrifluoromethoxyaniline were obtained. Starting materials: petroleum ether EtOAc, O (H2O), BrC1=CC(=C(C=C1)CO)S(=O)(=O)C ((4-bromo-2-methanesulfonyl-phenyl)-methanol), [H-].[Na+] (NaH), CI (MeI). Run in CN(C)C=O (DMF). Reaction conditions: time 30 minute. Yields the product BrC1=CC(=C(C=C1)COC)S(=O)(=O)C (4-Bromo-2-methanesulfonyl-1-methoxymethyl-benzene). Yield: 37.9%. RXN SMILES: [Br:1][C:2]1[CH:7]=[CH:6][C:5]([CH2:8][OH:9])=[C:4]([S:10]([CH3:13])(=[O:12])=[O:11])[CH:3]=1.[H-].[Na+].[CH3:16]I.O>CN(C=O)C>[Br:1][C:2]1[CH:7]=[CH:6][C:5]([CH2:8][O:9][CH3:16])=[C:4]([S:10]([CH3:13])(=[O:12])=[O:11])[CH:3]=1 |f:1.2|. Procedure details: To a solution of (4-bromo-2-methanesulfonyl-phenyl)-methanol (preparation 112) (500 mg, 1.89 mmol) in DMF (10 mL) was added NaH (226 mg, 5.66 mmol, 60% in oil) at room temperature. After stirring at room temperature for 30 minutes, to above mixture was added MeI (230 mg, 10 mmol) at room temperature. The resulting mixture was stirred at room temperature for 3 hrs. TLC (petroleum ether:EtOAc 1:1) showed the reaction was complete. Then the mixture was poured into H2O (10 mL) and extracted with EtO...